This data is from the Open Reaction Database (ORD), a public repository of structured organic reaction records. The task is: describe an organic reaction: reactants, conditions, products, and yield The reactants are COC(=O)CCCCCCCn1nnc(-c2ccccc2)c1-c1ccccc1, CCO, [Na+], [OH-]. Yields the product O=C(O)CCCCCCCn1nnc(-c2ccccc2)c1-c1ccccc1. RXN SMILES: [CH3:1][O:2][C:3](=[O:4])[CH2:5][CH2:6][CH2:7][CH2:8][CH2:9][CH2:10][CH2:11][n:12]1[n:13][n:14][c:15](-[c:23]2[cH:24][cH:25][cH:26][cH:27][cH:28]2)[c:16]1-[c:17]1[cH:18][cH:19][cH:20][cH:21][cH:22]1.[CH3:31][CH2:32][OH:33].[Na+:30].[OH-:29]>>[O:2]=[C:3]([OH:4])[CH2:5][CH2:6][CH2:7][CH2:8][CH2:9][CH2:10][CH2:11][n:12]1[n:13][n:14][c:15](-[c:23]2[cH:24][cH:25][cH:26][cH:27][cH:28]2)[c:16]1-[c:17]1[cH:18][cH:19][cH:20][cH:21][cH:22]1. Starting materials: F[B-](F)(F)F, O=C(O)c1cc(Br)c(OCC(F)(F)F)nc1C(F)(F)F, CCN(C(C)C)C(C)C, Cl, NC1CCCCC1O, CN(C)C=O, CN(C)C(On1nnc2ccccc21)=[N+](C)C. The product is O=C(NC1CCCCC1O)c1cc(Br)c(OCC(F)(F)F)nc1C(F)(F)F. As a reaction SMILES: [B-:21]([F:22])([F:23])([F:24])[F:25].[Br:1][c:2]1[c:3]([O:15][CH2:16][C:17]([F:18])([F:19])[F:20])[n:4][c:5]([C:11]([F:12])([F:13])[F:14])[c:6]([C:7](=[O:8])[OH:9])[cH:10]1.[CH:43]([N:44]([CH2:45][CH3:46])[CH:47]([CH3:48])[CH3:49])([CH3:50])[CH3:51].[ClH:52].[NH2:53][CH:54]1[CH:55]([OH:60])[CH2:56][CH2:57][CH2:58][CH2:59]1.[O:61]=[CH:62][N:63]([CH3:64])[CH3:65].[n:26]1([O:27][C:28]([N:29]([CH3:30])[CH3:31])=[N+:32]([CH3:33])[CH3:34])[c:35]2[cH:36][cH:37][cH:38][cH:39][c:40]2[n:41][n:42]1>>[Br:1][c:2]1[c:3]([O:15][CH2:16][C:17]([F:18])([F:19])[F:20])[n:4][c:5]([C:11]([F:12])([F:13])[F:14])[c:6]([C:7](=[O:9])[NH:53][CH:54]2[CH:55]([OH:60])[CH2:56][CH2:57][CH2:58][CH2:59]2)[cH:10]1.